This data is from the Open Reaction Database (ORD), a public repository of structured organic reaction records. The task is: describe an organic reaction: reactants, conditions, products, and yield Starting materials: O=C1C2=C(NC=C1C(=O)OCC)OC1=C(C2=O)C=CC=C1 (ethyl 4,5-dihydro-4,5-dioxo-1H-1-benzopyrano[2,3-b]-pyridine-3-carboxylate). The solvent is Cl (hydrochloric acid). The product is O=C1C2=C(NC=C1C(=O)O)OC1=C(C2=O)C=CC=C1 (4,5-Dihydro-4,5-dioxo-1H-1-benzopyrano[2,3-b]pyridine-3-carboxylic acid). The yield is 88.7%. RXN SMILES: [O:1]=[C:2]1[C:7]([C:8]([O:10]CC)=[O:9])=[CH:6][NH:5][C:4]2[O:13][C:14]3[CH:21]=[CH:20][CH:19]=[CH:18][C:15]=3[C:16](=[O:17])[C:3]1=2>Cl>[O:1]=[C:2]1[C:7]([C:8]([OH:10])=[O:9])=[CH:6][NH:5][C:4]2[O:13][C:14]3[CH:21]=[CH:20][CH:19]=[CH:18][C:15]=3[C:16](=[O:17])[C:3]1=2. Procedure: A suspension of ethyl 4,5-dihydro-4,5-dioxo-1H-1-benzopyrano[2,3-b]-pyridine-3-carboxylate (3.0 g, 0.011 mole) in 5N hydrochloric acid (100 ml) is refluxed under nitrogen for 16 hrs., cooled, filtered, washed with acetone and sucked dry. Recrystallization from DMF gives white crystals (2.51 g, 93%), mp 335°-340° C. The reactants are NC=1C=C(CC2=NNC(C3=CC=CC=C23)=O)C=CC1F (4-(3-amino-4-fluorobenzyl)-2H-phthalazin-1-one), C1(=CC=CC=C1)C1C(OC(C1)=O)=O (3-phenyldihydrofuran-2,5-dione). Solvent: C1(=CC=CC=C1)C (toluene). The product is FC1=C(C=C(C=C1)CC1=NNC(C2=CC=CC=C12)=O)NC(CC(C(=O)O)C1=CC=CC=C1)=O (N-[2-fluoro-5-(4-oxo-3,4-dihydrophthalazin-1-ylmethyl)phenyl]-2-phenylsuccinamic acid). Reaction SMILES: [NH2:1][C:2]1[CH:3]=[C:4]([CH:17]=[CH:18][C:19]=1[F:20])[CH2:5][C:6]1[C:15]2[C:10](=[CH:11][CH:12]=[CH:13][CH:14]=2)[C:9](=[O:16])[NH:8][N:7]=1.[C:21]1([CH:27]2[CH2:31][C:30](=[O:32])[O:29][C:28]2=[O:33])[CH:26]=[CH:25][CH:24]=[CH:23][CH:22]=1>C1(C)C=CC=CC=1>[F:20][C:19]1[CH:18]=[CH:17][C:4]([CH2:5][C:6]2[C:15]3[C:10](=[CH:11][CH:12]=[CH:13][CH:14]=3)[C:9](=[O:16])[NH:8][N:7]=2)=[CH:3][C:2]=1[NH:1][C:30](=[O:32])[CH2:31][CH:27]([C:21]1[CH:26]=[CH:25][CH:24]=[CH:23][CH:22]=1)[C:28]([OH:33])=[O:29]. Reported procedure: A stirred mixture of 4-(3-amino-4-fluorobenzyl)-2H-phthalazin-1-one (0.7 g, 2.6 mmol; prepared in a manner similar to that described in Example 23), 3-phenyldihydrofuran-2,5-dione (0.458 g, 2.6 mmol) and toluene (35 ml) was heated under reflux for 2 hours then allowed to cool to ambient temperature. The resulting solid was collected by filtration, washed with ethyl acetate (3 ml) and dried in vacuo to give N-[2-fluoro-5-(4-oxo-3,4-dihydrophthalazin-1-ylmethyl)phenyl]-2-phenylsuccinamic acid (0.7... Reactants: BrCC(=O)C=1C=C(SC1C)C(=S)OC (Methyl 4-(2-bromoacetyl)-5-methylthiothiophene-2-carboxylate), C1(CCCCC1)C1=CC=C(C=C1)NC(=S)N (4-cyclohexylphenylthiourea). The product is Br.C1(CCCCC1)C1=CC=C(C=C1)NC=1SC=C(N1)C=1C=C(SC1C)C(=S)OC (methyl 4-{2-[(4-cyclohexylphenyl)amino](1,3-thiazol-4-yl)}-5-methylthiothiophene-2-carboxylate hydrobromide). Yield: 42.1%. Reaction SMILES: [Br:1][CH2:2][C:3]([C:5]1[CH:6]=[C:7]([C:11]([O:13][CH3:14])=[S:12])[S:8][C:9]=1[CH3:10])=O.[CH:15]1([C:21]2[CH:26]=[CH:25][C:24]([NH:27][C:28]([NH2:30])=[S:29])=[CH:23][CH:22]=2)[CH2:20][CH2:19][CH2:18][CH2:17][CH2:16]1>>[BrH:1].[CH:15]1([C:21]2[CH:22]=[CH:23][C:24]([NH:27][C:28]3[S:29][CH:2]=[C:3]([C:5]4[CH:6]=[C:7]([C:11]([O:13][CH3:14])=[S:12])[S:8][C:9]=4[CH3:10])[N:30]=3)=[CH:25][CH:26]=2)[CH2:16][CH2:17][CH2:18][CH2:19][CH2:20]1 |f:2.3|. Reported procedure: Methyl 4-(2-bromoacetyl)-5-methylthiothiophene-2-carboxylate (65 mg, 0.21 mmol) was allowed to react with 4-cyclohexylphenylthiourea (49.2 mg) as described in Example 154, step (a) to give 45 mg (41% yield) of methyl 4-{2-[(4-cyclohexylphenyl)amino](1,3-thiazol-4-yl)}-5-methylthiothiophene-2-carboxylate hydrobromide. 1H NMR (DMSO-d6, 300 MHz) δ1.23-1.39 (m, 5H), 1.71-1.79 (m, 5H), 2.68 (s, 3H), 3.83 (s, 3H), 7.16 (d, 2H, J=8.6 Hz), 7.26 (s, 1H), 7.65 (d, 2H, J=8.7 Hz), 8.14 (s, 1H), 10.19 (s, 1H... The reactants are Nc1ncc2c(n1)-c1ccc(Cl)cc1C(c1ccccc1F)=NC2, [NH4+], [OH-], O, O=S(=O)(O)O. Product: Oc1ncc2c(n1)-c1ccc(Cl)cc1C(c1ccccc1F)=NC2. Reaction SMILES: [Cl:1][c:2]1[cH:3][c:4]2[c:5]([cH:23][cH:24]1)-[c:6]1[c:7]([cH:18][n:19][c:20]([NH2:22])[n:21]1)[CH2:8][N:9]=[C:10]2[c:11]1[c:12]([F:17])[cH:13][cH:14][cH:15][cH:16]1.[NH4+:30].[OH-:31].[OH2:32].[S:25]([OH:26])(=[O:27])(=[O:28])[OH:29]>>[Cl:1][c:2]1[cH:3][c:4]2[c:5]([cH:23][cH:24]1)-[c:6]1[c:7]([cH:18][n:19][c:20]([OH:26])[n:21]1)[CH2:8][N:9]=[C:10]2[c:11]1[c:12]([F:17])[cH:13][cH:14][cH:15][cH:16]1. Starting materials: C=[N+]=[N-], C1COCCO1, CC(C(=O)O)c1ccc2c(=O)c3ccccc3ccc2c1. The product is COC(=O)C(C)c1ccc2c(=O)c3ccccc3ccc2c1. RXN SMILES: [N+:22](=[N-:23])=[CH2:24].[O:25]1[CH2:26][CH2:27][O:28][CH2:29][CH2:30]1.[cH:1]1[c:2]([CH:17]([C:18](=[O:19])[OH:20])[CH3:21])[cH:3][cH:4][c:5]2[c:6](=[O:16])[c:7]3[c:8]([cH:9][cH:10][c:11]12)[cH:12][cH:13][cH:14][cH:15]3>>[cH:1]1[c:2]([CH:17]([C:18]([O:19][CH3:24])=[O:20])[CH3:21])[cH:3][cH:4][c:5]2[c:6](=[O:16])[c:7]3[c:8]([cH:9][cH:10][c:11]12)[cH:12][cH:13][cH:14][cH:15]3. The reactants are COC(=O)C=1C=C2C(=CN(C2=CC1)C)CC1=C(C=C(C(=O)O)C=C1)OC (4-(5-methoxycarbonyl-1-methylindol-3-ylmethyl)-3-methoxybenzoic acid), Cl.CN(CCCN=C=NCC)C (1-(3-dimethylaminopropyl)-3-ethylcarbodiimide hydrochloride), CC1=C(C=CC=C1)S(=O)(=O)N (2-methylbenzene-sulfonamide). Reagents/catalysts: CN(C1=CC=NC=C1)C (4-dimethylaminopyridine). Solvent: O1CCCC1 (tetrahydrofuran), C(C)(=O)OCC (ethyl acetate). Conditions: time 1 hour. Yields the product COC(=O)C=1C=C2C(=CN(C2=CC1)C)CC1=C(C=C(C(=O)NS(=O)(=O)C2=C(C=CC=C2)C)C=C1)OC (4-(5-methoxycarbonyl-1-methylindol-3-ylmethyl)-3-methoxy-N-(2-methylphenylsulfonyl)benzamide). Isolated yield 58.5%. RXN SMILES: [CH3:1][O:2][C:3]([C:5]1[CH:6]=[C:7]2[C:11](=[CH:12][CH:13]=1)[N:10]([CH3:14])[CH:9]=[C:8]2[CH2:15][C:16]1[CH:24]=[CH:23][C:19]([C:20]([OH:22])=O)=[CH:18][C:17]=1[O:25][CH3:26])=[O:4].Cl.CN(C)CCCN=C=NCC.[CH3:39][C:40]1[CH:45]=[CH:44][CH:43]=[CH:42][C:41]=1[S:46]([NH2:49])(=[O:48])=[O:47]>O1CCCC1.CN(C)C1C=CN=CC=1.C(OCC)(=O)C>[CH3:1][O:2][C:3]([C:5]1[CH:6]=[C:7]2[C:11](=[CH:12][CH:13]=1)[N:10]([CH3:14])[CH:9]=[C:8]2[CH2:15][C:16]1[CH:24]=[CH:23][C:19]([C:20]([NH:49][S:46]([C:41]2[CH:42]=[CH:43][CH:44]=[CH:45][C:40]=2[CH3:39])(=[O:47])=[O:48])=[O:22])=[CH:18][C:17]=1[O:25][CH3:26])=[O:4] |f:1.2|. Procedure details: To a solution of 4-(5-methoxycarbonyl-1-methylindol-3-ylmethyl)-3-methoxybenzoic acid (125.9 g) in tetrahydrofuran (3.0 l, distilled from sodium benzophenone ketyl) (prepared by heating at 50° C. until dissolution was complete, followed by cooling to room temperature with an ice-water bath) was added 4-dimethylaminopyridine (56.6 g) and 1-(3-dimethylaminopropyl)-3-ethylcarbodiimide hydrochloride (102.4 g), and the mixture was stirred one hour. To the mixture was added 2-methylbenzene-sulfonamide... Reactants: CC(C)N1CCC(COCC(N)c2ccccc2)CC1, O=C(Cl)c1ccc(Cl)cc1. Product: CC(C)N1CCC(COCC(NC(=O)c2ccc(Cl)cc2)c2ccccc2)CC1, Cl. As a reaction SMILES: [CH:1]([CH3:2])([CH3:3])[N:4]1[CH2:5][CH2:6][CH:7]([CH2:10][O:11][CH2:12][CH:13]([c:14]2[cH:15][cH:16][cH:17][cH:18][cH:19]2)[NH2:20])[CH2:8][CH2:9]1.[Cl:21][C:22](=[O:23])[c:24]1[cH:25][cH:26][c:27]([Cl:28])[cH:29][cH:30]1>>[CH:1]([CH3:2])([CH3:3])[N:4]1[CH2:5][CH2:6][CH:7]([CH2:10][O:11][CH2:12][CH:13]([c:14]2[cH:15][cH:16][cH:17][cH:18][cH:19]2)[NH:20][C:22](=[O:23])[c:24]2[cH:25][cH:26][c:27]([Cl:28])[cH:29][cH:30]2)[CH2:8][CH2:9]1.[ClH:21]. The reactants are [H-].[Na+] (NaH), C(C)(=O)C1=C(NC2=CC=CC=C12)Cl (3-Acetyl-2-chloroindole), [H-].[Na+] (NaH), COCCOCCl ((2-methyloxyethyl)oxymethylchlorid), C(=O)([O-])[O-].[K+].[K+] (K2CO3). Run in C1CCOC1 (THF). Conditions: time 8 hour. Product: C(C)(=O)C1=C(N(C2=CC=CC=C12)COCCOC)Cl (3-Acetyl-2-chloro-1-(2-methoxyethoxymethyl)indole). The yield is 84.5%. As a reaction SMILES: [C:1]([C:4]1[C:12]2[C:7](=[CH:8][CH:9]=[CH:10][CH:11]=2)[NH:6][C:5]=1[Cl:13])(=[O:3])[CH3:2].[H-].[Na+].[CH3:16][O:17][CH2:18][CH2:19][O:20][CH2:21]Cl.C([O-])([O-])=O.[K+].[K+]>C1COCC1>[C:1]([C:4]1[C:12]2[C:7](=[CH:8][CH:9]=[CH:10][CH:11]=2)[N:6]([CH2:16][O:17][CH2:18][CH2:19][O:20][CH3:21])[C:5]=1[Cl:13])(=[O:3])[CH3:2] |f:1.2,4.5.6|. Procedure: 1 g of (75) was dissolved in 25 ml THF. 250 mg NaH was added, and then 1.87 g of (2-methyloxyethyl)oxymethylchlorid. The reaction was left with stirring overnight, another 100 mg NaH was added, and the reaction continued another 4 hours. The reaction mixture was added to a 2N K2CO3 solution and extracted with toluene. The organic phase was washed with water and brine, dried and evaporated. The resulting oil was extracted twice with boiling heptane, cooled, filtered, and evaporated giving 1.23 g ... The reactants are CC1(COCc2ccc(OCc3ccccc3)cc2)Cn2cc([N+](=O)[O-])nc2O1, COc1ccccc1, ClCCl, O=C(O)C(F)(F)F. Yields the product CC1(CO)Cn2cc([N+](=O)[O-])nc2O1. Reaction SMILES: [CH2:8]([O:9][c:10]1[cH:11][cH:12][c:13]([CH2:14][O:21][CH2:22][C:23]2([CH3:34])[CH2:24][n:25]3[c:26]([n:28][c:29]([N+:31](=[O:32])[O-:33])[cH:30]3)[O:27]2)[cH:15][cH:16]1)[c:17]1[cH:18][cH:19][cH:20][cH:35][cH:36]1.[CH3:37][O:38][c:39]1[cH:40][cH:41][cH:42][cH:43][cH:44]1.[Cl:45][CH2:46][Cl:47].[OH:1][C:2]([C:3]([F:4])([F:5])[F:6])=[O:7]>>[OH:21][CH2:22][C:23]1([CH3:34])[CH2:24][n:25]2[c:26]([n:28][c:29]([N+:31](=[O:32])[O-:33])[cH:30]2)[O:27]1. Starting materials: [O-]S(=O)[O-].[Na+].[Na+] (Na2SO3), [Si](C)(C)(C(C)(C)C)OC[C@@H]([C@H](C1=CC=CC=C1)O)NC(=O)C1=CC=2C(=CN=C(C2)Cl)N1 (5-chloro-1H-pyrrolo[2,3-c]pyridine-2-carboxylic acid [1-(S)-(tert-butyldimethylsilanyloxymethyl)-2-(S)-hydroxy-2-phenylethyl]amide), CC(=O)OI1(C=2C=CC=CC2C(=O)O1)(OC(=O)C)OC(=O)C (Dess-Martin periodinane), S(=S)(=O)([O-])[O-].[Na+].[Na+] (sodium thiosulfate). Run in C(=O)(O)[O-].[Na+] (NaHCO3), C(Cl)Cl (DCM), C(C)(=O)OCC (Ethyl acetate). Reaction conditions: time 30 minute. Yields the product [Si](C)(C)(C(C)(C)C)OC[C@@H](C(C1=CC=CC=C1)=O)NC(=O)C1=CC=2C(=CN=C(C2)Cl)N1 (5-Chloro-1H-pyrrolo[2,3-c]pyridine-2-carboxylic acid [1-(S)-(tert-butyldimethylsilanyloxymethyl)-2-oxo-2-phenylethyl]amide). RXN SMILES: [Si:1]([O:8][CH2:9][C@H:10]([NH:19][C:20]([C:22]1[NH:31][C:25]2=[CH:26][N:27]=[C:28]([Cl:30])[CH:29]=[C:24]2[CH:23]=1)=[O:21])[C@@H:11]([OH:18])[C:12]1[CH:17]=[CH:16][CH:15]=[CH:14][CH:13]=1)([C:4]([CH3:7])([CH3:6])[CH3:5])([CH3:3])[CH3:2].CC(OI1(OC(C)=O)(OC(C)=O)OC(=O)C2C=CC=CC1=2)=O.S([O-])([O-])(=O)=S.[Na+].[Na+].[O-]S([O-])=O.[Na+].[Na+]>C(Cl)Cl.C([O-])(O)=O.[Na+].C(OCC)(=O)C>[Si:1]([O:8][CH2:9][C@H:10]([NH:19][C:20]([C:22]1[NH:31][C:25]2=[CH:26][N:27]=[C:28]([Cl:30])[CH:29]=[C:24]2[CH:23]=1)=[O:21])[C:11](=[O:18])[C:12]1[CH:13]=[CH:14][CH:15]=[CH:16][CH:17]=1)([C:4]([CH3:7])([CH3:5])[CH3:6])([CH3:3])[CH3:2] |f:2.3.4,5.6.7,9.10|. Procedure details: To a solution of 5-chloro-1H-pyrrolo[2,3-c]pyridine-2-carboxylic acid [1-(S)-(tert-butyldimethylsilanyloxymethyl)-2-(S)-hydroxy-2-phenylethyl]amide (Preparation 100, 304 mg, 0.661 mmol) in dry DCM (10 mL) was added Dess-Martin periodinane (342 mg, 0.806 mmol). After stirring for 3 h at room temperature alkaline sodium thiosulfate solution was added (5.4 g Na2SO3 dissolved in 20 mL saturated NaHCO3 solution) and the emulsion vigorously stirred for an additional 30 min. Ethyl acetate (150 ml) was ...